From a dataset of the Open Reaction Database (ORD), a public repository of structured organic reaction records. describe an organic reaction: reactants, conditions, products, and yield Reactants: ClC1=NC=CC(=C1)C(=O)C=1C=C(C=C(C1)C1=C2C=CN(C2=CC=C1)[Si](C(C)C)(C(C)C)C(C)C)NC(C)=O (N-[3-(2-Chloro-pyridine-4-carbonyl)-5-(1-triisopropylsilanyl-1H-indol-4-yl)-phenyl]-acetamide), C[O-].[Na+] (NaOMe). Run in CO (methanol). Product: NC=1C=C(C=C(C1)C1=C2C=CNC2=CC=C1)C(=O)C1=CC(=NC=C1)OC ([3-amino-5-(1H-indol-4-yl)-phenyl]-(2-methoxy-pyridin-4-yl)-methanone). Yield: 12.9%. Reaction SMILES: Cl[C:2]1[CH:7]=[C:6]([C:8]([C:10]2[CH:11]=[C:12]([NH:35]C(=O)C)[CH:13]=[C:14]([C:16]3[CH:24]=[CH:23][CH:22]=[C:21]4[C:17]=3[CH:18]=[CH:19][N:20]4[Si](C(C)C)(C(C)C)C(C)C)[CH:15]=2)=[O:9])[CH:5]=[CH:4][N:3]=1.[CH3:39][O-:40].[Na+]>CO>[NH2:35][C:12]1[CH:11]=[C:10]([C:8]([C:6]2[CH:5]=[CH:4][N:3]=[C:2]([O:40][CH3:39])[CH:7]=2)=[O:9])[CH:15]=[C:14]([C:16]2[CH:24]=[CH:23][CH:22]=[C:21]3[C:17]=2[CH:18]=[CH:19][NH:20]3)[CH:13]=1 |f:1.2|. Procedure details: To N-[3-(2-Chloro-pyridine-4-carbonyl)-5-(1-triisopropylsilanyl-1H-indol-4-yl)-phenyl]-acetamide (Example 83, 0.150 g, 0.27 mmol) in 25 mL of anhydrous methanol was added 0.022 g (0.41 mmol) NaOMe. The reaction mixture was refluxed overnight. The methanol was removed under vacuum and water was added to the reaction mixture. The aqueous phase was extracted with ethyl acetate, washed with water and brine and dried over anhydrous sodium sulfate. The crude product was purifed by preparative TLC usin... Reactants: COC=1C(C2=CC=CC=C2CC1)(CCC(C)C)CO ([2-methoxy-1-(3-methylbutyl)-1,4-dihydronaphthalen-1-yl]methanol), C(C)(=O)OC(C)=O (acetic anhydride), N1=CC=CC=C1 (pyridin). Solvent: O (water). Product: C(C)(=O)OCC1(C(=CCC2=CC=CC=C12)OC)CCC(C)C ([2-methoxy-1-(3-methylbutyl)-1,4-dihydronaphthalen-1-yl]methyl Acetate). Isolated yield 81.0%. As a reaction SMILES: [CH3:1][O:2][C:3]1[C:4]([CH2:18][OH:19])([CH2:13][CH2:14][CH:15]([CH3:17])[CH3:16])[C:5]2[C:10]([CH2:11][CH:12]=1)=[CH:9][CH:8]=[CH:7][CH:6]=2.[C:20](OC(=O)C)(=[O:22])[CH3:21].N1C=CC=CC=1>O>[C:20]([O:19][CH2:18][C:4]1([CH2:13][CH2:14][CH:15]([CH3:16])[CH3:17])[C:5]2[C:10](=[CH:9][CH:8]=[CH:7][CH:6]=2)[CH2:11][CH:12]=[C:3]1[O:2][CH3:1])(=[O:22])[CH3:21]. Procedure details: A mixture of Example 179A (0.18 g, 0.7 mmol), acetic anhydride (0.2 mL), and pyridin (1 mL) was stirred at room temperature for 18 h. The solution was diluted with water (3 mL) and extracted with ethyl acetate (2× 1 mL). The combined organic extracts were dried (Na2SO4) and concentrated in vacuo. Column chromatography on silica (hexane to 5% ethyl acetate/hexane) afforded product as a colorless oil (0.17 g, 81%). 1H NMR (300 MHz, CDCl3) δ ppm 0.66 (m, 1H), 0.76 (dd, J=9.56, 6.62 Hz, 6H), 0.89 (m... The reactants are CC(C)O, CCOC(=O)CCc1c[nH]c2cc(-c3noc(-c4cnc(OC(C)C)c(Cl)c4)n3)ccc12, Cl, [Na+], [OH-], O. Product: CC(C)Oc1ncc(-c2nc(-c3ccc4c(CCC(=O)O)c[nH]c4c3)no2)cc1Cl. RXN SMILES: [CH:36]([OH:37])([CH3:38])[CH3:39].[Cl:3][c:4]1[cH:5][c:6](-[c:14]2[n:15][c:16](-[c:19]3[cH:20][cH:21][c:22]4[c:23]([CH2:28][CH2:29][C:30](=[O:31])[O:32][CH2:33][CH3:34])[cH:24][nH:25][c:26]4[cH:27]3)[n:17][o:18]2)[cH:7][n:8][c:9]1[O:10][CH:11]([CH3:12])[CH3:13].[ClH:35].[Na+:2].[OH-:1].[OH2:40]>>[Cl:3][c:4]1[cH:5][c:6](-[c:14]2[n:15][c:16](-[c:19]3[cH:20][cH:21][c:22]4[c:23]([CH2:28][CH2:29][C:30](=[O:31])[OH:32])[cH:24][nH:25][c:26]4[cH:27]3)[n:17][o:18]2)[cH:7][n:8][c:9]1[O:10][CH:11]([CH3:12])[CH3:13]. The reactants are C[Si](C)(C)[N-][Si](C)(C)C.[Li+] (lithium bis(trimethylsilyl)amide), CC1(C(CCCC1)=O)C (2,2-dimethylcyclohexanone), C(C)(=O)[O-].[NH4+] (ammonium acetate), crude product, CC(=O)OCC1=C2C=CC=CC2=C(C3=CC=CC=C31)COC(=O)C (acetic), FC1=CC=C(C=C1)C=C(C(=O)O)C(C(C)C)=O (2-[(4-Fluorophenyl)methylene]-4-methyl-3-oxopentanoic Acid). Reagents/catalysts: C(C)(=O)[O-].[Cu+2].C(C)(=O)[O-] (copper acetate). The solvent is C1CCOC1 (THF), C(C)(=O)OCC.CCCCCC (ethyl acetate hexane), C(Cl)Cl.CCCCCC (CH2Cl2 hexane). Conditions: time 15 minute. Product: C(C)(C)C1=NC=2C(CCCC2C(=C1C(=O)OCC)C1=CC=C(C=C1)F)(C)C (2-Isopropyl-3-carboethoxy-4-(4-fluorophenyl)-5,6,7,8-tetrahydro-8,8-dimethylquinoline). RXN SMILES: C[Si]([N-][Si](C)(C)C)(C)C.[Li+].[CH3:11][C:12]1([CH3:19])[CH2:17][CH2:16][CH2:15][CH2:14][C:13]1=O.[F:20][C:21]1[CH:26]=[CH:25][C:24]([CH:27]=[C:28]([C:32](=O)[CH:33]([CH3:35])[CH3:34])[C:29]([OH:31])=[O:30])=[CH:23][CH:22]=1.CC(OCC1C2C(=CC=CC=2)C(CO[C:58]([CH3:60])=O)=C2C=1C=CC=C2)=O.C([O-])(=O)C.[NH4+:65]>C1COCC1.C([O-])(=O)C.[Cu+2].C([O-])(=O)C.C(Cl)Cl.CCCCCC.C(OCC)(=O)C.CCCCCC>[CH:33]([C:32]1[C:28]([C:29]([O:31][CH2:58][CH3:60])=[O:30])=[C:27]([C:24]2[CH:25]=[CH:26][C:21]([F:20])=[CH:22][CH:23]=2)[C:14]2[CH2:15][CH2:16][CH2:17][C:12]([CH3:19])([CH3:11])[C:13]=2[N:65]=1)([CH3:35])[CH3:34] |f:0.1,5.6,8.9.10,11.12,13.14|. Procedure: To a solution of lithium bis(trimethylsilyl)amide (1.0 M/THF, 2 eq. 13.6 mL) in THF (15 mL) was added 2,2-dimethylcyclohexanone (1.88 mL, 13.6 mmol) at −78° C. The reaction was stirred for 15 minutes, and then the intermediate obtained in Step A (3 g, 11.4 mmol) was added dropwise. The reaction was stirred overnight and allowed to warm to room temperature. To the crude product was added acetic add (19.4 mL), ammonium acetate (2.62 g, 34.0 mmol) and copper acetate (5.14 g, 28.3 mmol). The reactio... Reactants: C(=O)(O)[O-].[Na+] (NaHCO3), OCC(O)CO (glycerol), N1=CC=CC=C1 (pyridine), C(CCCCCCCCCCCCCCCCC)(=O)Cl (stearoyl chloride). The solvent is CN(C)C=O (DMF), CN(C)C=O (DMF). Product: C(CCCCCCCCCCCCCCCCC)(=O)OCC(O)CO (1-O-stearoylglycerol). RXN SMILES: [OH:1][CH2:2][CH:3]([CH2:5][OH:6])[OH:4].N1C=CC=CC=1.[C:13](Cl)(=[O:31])[CH2:14][CH2:15][CH2:16][CH2:17][CH2:18][CH2:19][CH2:20][CH2:21][CH2:22][CH2:23][CH2:24][CH2:25][CH2:26][CH2:27][CH2:28][CH2:29][CH3:30].C([O-])(O)=O.[Na+]>CN(C=O)C>[C:13]([O:1][CH2:2][CH:3]([CH2:5][OH:6])[OH:4])(=[O:31])[CH2:14][CH2:15][CH2:16][CH2:17][CH2:18][CH2:19][CH2:20][CH2:21][CH2:22][CH2:23][CH2:24][CH2:25][CH2:26][CH2:27][CH2:28][CH2:29][CH3:30] |f:3.4|. Procedure details: To a mixture of glycerol (30 g, 326 mmol) and pyridine (25 ml) dissolved in DMF (300 ml) was added dropwise stearoyl chloride (10 g, 33 mmol) dissolved in DMF 100 ml9. The mixture was cooled on an ice bath until addition was complete, whereupon the reaction was maintained under an N2 atmosphere overnight. After 15 hours CH2CL2 (300 ml) and saturated NaHCO3 (aq) was added. The phases were separated and the organic phase washed with water (50 ml) and dried with Na2SO4. Reactants: C(CCCCCCCCC)OC1=CC=C(C(=N1)F)B(O)O ((6-Decyloxy-2-fluoropyrid-3-yl)boronic acid), BrC=1SC(=NN1)C1=CC=CC=C1 (2-bromo-5-phenyl-1,3,4-thiadiazole). The reagents and catalysts are C([O-])([O-])=O.[Na+].[Na+] (sodium carbonate), C1(=CC=CC=C1)C (toluene), C(C)O (ethanol), O (water), C=1C=CC(=CC1)[P](C=2C=CC=CC2)(C=3C=CC=CC3)[Pd]([P](C=4C=CC=CC4)(C=5C=CC=CC5)C=6C=CC=CC6)([P](C=7C=CC=CC7)(C=8C=CC=CC8)C=9C=CC=CC9)[P](C=1C=CC=CC1)(C=1C=CC=CC1)C=1C=CC=CC1 (tetrakis(triphenylphosphine)palladium(0)). Product: C(CCCCCCCCC)OC1=CC=C(C(=N1)F)C=1SC(=NN1)C1=CC=CC=C1 (2-(6-decyloxy-2-fluoropyrid-3-yl)-5-phenyl-1,3,4-thiadiazole). Yield: 81.6%. As a reaction SMILES: [CH2:1]([O:11][C:12]1[N:17]=[C:16]([F:18])[C:15](B(O)O)=[CH:14][CH:13]=1)[CH2:2][CH2:3][CH2:4][CH2:5][CH2:6][CH2:7][CH2:8][CH2:9][CH3:10].Br[C:23]1[S:24][C:25]([C:28]2[CH:33]=[CH:32][CH:31]=[CH:30][CH:29]=2)=[N:26][N:27]=1>C(=O)([O-])[O-].[Na+].[Na+].C1(C)C=CC=CC=1.C(O)C.O.C1C=CC([P]([Pd]([P](C2C=CC=CC=2)(C2C=CC=CC=2)C2C=CC=CC=2)([P](C2C=CC=CC=2)(C2C=CC=CC=2)C2C=CC=CC=2)[P](C2C=CC=CC=2)(C2C=CC=CC=2)C2C=CC=CC=2)(C2C=CC=CC=2)C2C=CC=CC=2)=CC=1>[CH2:1]([O:11][C:12]1[N:17]=[C:16]([F:18])[C:15]([C:23]2[S:24][C:25]([C:28]3[CH:33]=[CH:32][CH:31]=[CH:30][CH:29]=3)=[N:26][N:27]=2)=[CH:14][CH:13]=1)[CH2:2][CH2:3][CH2:4][CH2:5][CH2:6][CH2:7][CH2:8][CH2:9][CH3:10] |f:2.3.4,^1:54,56,75,94|. Reported procedure: (6-Decyloxy-2-fluoropyrid-3-yl)boronic acid (3.7 g, 12.4 mmol) and 2-bromo-5-phenyl-1,3,4-thiadiazole (1.0 g, 4.15 mmol) are refluxed for 6 hours in a mixture of sodium carbonate (3.95 g), toluene (50 ml), ethanol (25 ml) and water (25 ml) and tetrakis(triphenylphosphine)palladium(0) (5 mol %) as catalyst. Aqueous work-up and column chromatography (SiO2, CH2C12) give 1.4 g (82% of theory) of 2-(6-decyloxy-2-fluoropyrid-3-yl)-5-phenyl-1,3,4-thiadiazole.